From a dataset of the Open Reaction Database (ORD), a public repository of structured organic reaction records. describe an organic reaction: reactants, conditions, products, and yield Starting materials: [N+](=O)([O-])C1=CC=C(C=C1)C (p-nitrotoluene), CC(=O)NC(=O)C (diacetamide), C=O (formaldehyde). Run in S(O)(O)(=O)=O (sulfuric acid). Conditions: temperature 55 celsius, time 19 hour. Product: CC1=C(CNC(C)=O)C=C(C=C1)[N+](=O)[O-] (N-(2-methyl-5-nitrobenzyl)acetamide). The yield is 64.8%. Reaction SMILES: [N+:1]([C:4]1[CH:9]=[CH:8][C:7]([CH3:10])=[CH:6][CH:5]=1)([O-:3])=[O:2].[CH3:11][C:12]([NH:14][C:15](C)=O)=[O:13].C=O>S(=O)(=O)(O)O>[CH3:10][C:7]1[CH:8]=[CH:9][C:4]([N+:1]([O-:3])=[O:2])=[CH:5][C:6]=1[CH2:15][NH:14][C:12](=[O:13])[CH3:11]. Procedure details: To a solution of p-nitrotoluene (2.74 g; 0.02 mol) and diacetamide (4.24 g; 0.04 mol) in concentrated sulfuric acid (20 ml) is added aqueous formaldehyde (37%; 1.6 g; 0.02 mol) dropwise with stirring. The reaction mixture is stirred at room temperature for 17 hours, heated to 55° C. for 8 hours and then to 85° C. for 19 hours. The mixture is then poured onto ice. The resulting colorless precipitate is removed by filtration and recrystallized from aqueous ethanol to give 2.7 g of product (65% yie...